From a dataset of the Open Reaction Database (ORD), a public repository of structured organic reaction records. describe an organic reaction: reactants, conditions, products, and yield Reactants: C(C=CC1=CC=CC=C1)Br (cinnamyl bromide), [Na].S[C@H]1[C@@H](O)[C@@H](O)[C@H](O)[C@H](O1)CO (1-thio-β-D-mannopyranose sodium salt), C(C)O (ethanol). The solvent is O (water). Reaction conditions: time 20 minute. Product: C(C)(=O)O[C@@H]1[C@H](SCC=CC2=CC=CC=C2)O[C@@H]([C@H]([C@@H]1OC(C)=O)OC(C)=O)COC(C)=O (Cinnamyl 2,3,4,6-tetra-O-acetyl-1-thio-β-D-mannopyranoside). The yield is 85.0%. As a reaction SMILES: [CH2:1](Br)[CH:2]=[CH:3][C:4]1[CH:9]=[CH:8][CH:7]=[CH:6][CH:5]=1.[Na].[SH:12][C@@H:13]1[O:21][C@H:20]([CH2:22][OH:23])[C@@H:18]([OH:19])[C@H:16]([OH:17])[C@@H:14]1[OH:15].[CH2:24]([OH:26])[CH3:25]>O>[C:24]([O:15][C@H:14]1[C@@H:16]([O:17][C:14](=[O:15])[CH3:13])[C@H:18]([O:19][C:16](=[O:17])[CH3:18])[C@@H:20]([CH2:22][O:23][C:20](=[O:21])[CH3:22])[O:21][C@H:13]1[S:12][CH2:1][CH:2]=[CH:3][C:4]1[CH:9]=[CH:8][CH:7]=[CH:6][CH:5]=1)(=[O:26])[CH3:25] |f:1.2,^1:10|. Reported procedure: A solution of cinnamyl bromide (0.45 g) in ethanol (4 ml) is added to a solution of 1-thio-β-D-mannopyranose sodium salt (0.5 g) in water (6 ml). After 20 minutes at room temperature, the solution is evaporated in vacuo to a crystalline mass. Pyridine (10 ml) and acetic anhydride (10 ml) are added, and the solution is kept at room temperature for 3 hours and poured into ice-water. The solid is collected and washed with cold water. Recrystallization from methanol affords 4 (0.93 g, 85%); m.p. 113... The reactants are C(C)(C)(C)OC(=O)NC1=C(N=C(S1)C1=CC=CC=C1)C(=O)O (5-(tert-butoxycarbonylamino)-2-phenylthiazole-4-carboxylic acid), NC=1C=NC=CC1 (3-aminopyridine). Product: NC1=C(N=C(S1)C1=CC=CC=C1)C(=O)NC=1C=NC=CC1 (5-amino-2-phenyl-N-(pyridin-3-yl)thiazole-4-carboxamide), solid. Yield: 42.0%. RXN SMILES: C(OC([NH:8][C:9]1[S:13][C:12]([C:14]2[CH:19]=[CH:18][CH:17]=[CH:16][CH:15]=2)=[N:11][C:10]=1[C:20]([OH:22])=O)=O)(C)(C)C.[NH2:23][C:24]1[CH:25]=[N:26][CH:27]=[CH:28][CH:29]=1>>[NH2:8][C:9]1[S:13][C:12]([C:14]2[CH:15]=[CH:16][CH:17]=[CH:18][CH:19]=2)=[N:11][C:10]=1[C:20]([NH:23][C:24]1[CH:25]=[N:26][CH:27]=[CH:28][CH:29]=1)=[O:22]. Procedure details: Following the procedures as described in EXAMPLE 1 and starting with 5-(tert-butoxycarbonylamino)-2-phenylthiazole-4-carboxylic acid and 3-aminopyridine, the title compound was obtained as a white solid (21.0 mg, 42%). 1H NMR (400 MHz, DMSO) δ 9.78 (s, 1H), 8.99 (d, J=2.4, 1H), 8.30-8.18 (m, 2H), 7.95-7.88 (m, 2H), 7.59 (s, 2H), 7.53-7.32 (m, 4H). ESIMS m/z=297.1 (M+1). Starting materials: CCCC[Sn](Cl)(CCCC)CCCC, C1CCOC1, ClCCl, O=P([O-])([O-])[O-], COC(=O)c1ncn2ccsc12. Product: CCCC[Sn](CCCC)(CCCC)c1cn2cnc(C(=O)OC)c2s1. As a reaction SMILES: [CH2:1]([CH2:2][CH2:3][CH3:4])[Sn:5]([CH2:6][CH2:7][CH2:8][CH3:9])([CH2:10][CH2:11][CH2:12][CH3:13])[Cl:14].[CH2:35]1[O:36][CH2:37][CH2:38][CH2:39]1.[Cl:32][CH2:33][Cl:34].[O-:27][P:28](=[O:29])([O-:30])[O-:31].[s:15]1[c:16]2[n:17]([cH:18][cH:19]1)[cH:20][n:21][c:22]2[C:23](=[O:24])[O:25][CH3:26]>>[CH2:1]([CH2:2][CH2:3][CH3:4])[Sn:5]([CH2:6][CH2:7][CH2:8][CH3:9])([CH2:10][CH2:11][CH2:12][CH3:13])[c:19]1[s:15][c:16]2[n:17]([cH:18]1)[cH:20][n:21][c:22]2[C:23](=[O:24])[O:25][CH3:26].